From a dataset of the Open Reaction Database (ORD), a public repository of structured organic reaction records. describe an organic reaction: reactants, conditions, products, and yield Starting materials: aqueous solution, C1(CCCC1)OC1=CC=C(C2=C1OC1=C2C=[N+](C=C1)[O-])C=O (6-(cyclopentyloxy)[1]benzofuro[3,2-c]pyridine-9-carbaldehyde 2-oxide), [OH-].[Na+] (sodium hydroxide). Solvent: O (water), Br (hydrobromic acid). Run at temperature 75 celsius. The product is OC1=CC=C(C2=C1OC1=C2C=[N+](C=C1)[O-])C=O (6-hydroxy[1]benzofuro[3,2-c]pyridine-9-carbaldehyde-2-oxide). The yield is 80.0%. RXN SMILES: C1([O:6][C:7]2[C:12]3[O:13][C:14]4[CH:19]=[CH:18][N+:17]([O-:20])=[CH:16][C:15]=4[C:11]=3[C:10]([CH:21]=[O:22])=[CH:9][CH:8]=2)CCCC1.[OH-].[Na+]>Br.O>[OH:6][C:7]1[C:12]2[O:13][C:14]3[CH:19]=[CH:18][N+:17]([O-:20])=[CH:16][C:15]=3[C:11]=2[C:10]([CH:21]=[O:22])=[CH:9][CH:8]=1 |f:1.2|. Procedure: A well stirred suspension of 6-(cyclopentyloxy)[1]benzofuro[3,2-c]pyridine-9-carbaldehyde 2-oxide (200 mg, 0.671 mmol) in 48% aqueous hydrobromic acid (10 mL) was heated to 70-80° C. for 2-3 hours. The reaction mixture was cooled to room temperature and diluted with water (50 mL) and was made alkaline (pH=9-10) by means of a 10% aqueous solution of sodium hydroxide. It was then washed with ethyl acetate (2×25 mL). The aqueous layer was then acidified with acetic acid (pH=4-5) and stirred at 10-1... The reactants are BrC1=CC2=C(C=C(O2)C(=O)C=2OC3=C(C2)C=CC(=C3)Br)C=C1 (Bis(6-bromobenzofuran-2-yl)methanone). Run in C(C)OCC (diethyl ether). Product: BrC1=CC2=C(C=C(O2)CC=2OC3=C(C2)C=CC(=C3)Br)C=C1 (Bis(6-bromobenzofuran-2-yl)methane). Reaction SMILES: [Br:1][C:2]1[CH:22]=[CH:21][C:5]2[CH:6]=[C:7]([C:9]([C:11]3[O:12][C:13]4[CH:19]=[C:18]([Br:20])[CH:17]=[CH:16][C:14]=4[CH:15]=3)=O)[O:8][C:4]=2[CH:3]=1>C(OCC)C>[Br:20][C:18]1[CH:17]=[CH:16][C:14]2[CH:15]=[C:11]([CH2:9][C:7]3[O:8][C:4]4[CH:3]=[C:2]([Br:1])[CH:22]=[CH:21][C:5]=4[CH:6]=3)[O:12][C:13]=2[CH:19]=1. Procedure: Following the procedure described above for 84, 85 was prepared from 83 as white crystals (1.43 g, 99%): mp 146-147° C. (diethyl ether). 1H NMR (DMSO-d6) δ7.85 (br s, 2H), 7.55 (d, J=8.2 Hz, 2H), 7.39 (dd, J=8.2, 1.6 Hz, 2H), 6.82 (s, 2H), 4.44 (s, 2H). HPLC (method B) tR 10.43 min (100.00 area %). Anal. (C17H10Br2O3) C, H, Br. Starting materials: CC(=O)C=1C=CC(=CC1)O (4-hydroxyacetophenone), Cl (hydrochloric acid), [OH-].[Na+] (sodium hydroxide), CN(C=O)C (dimethylformamide), [OH-].[Na+] (sodium hydroxide). The reagents and catalysts are [Pd] (palladium-on-carbon). The solvent is O (water), O (water). Run at time 3.5 hour. Product: OC1=CC=C(C=C1)C(C(=O)O)C (4-hydroxy-α-methylphenylacetic acid). Isolated yield 85.8%. RXN SMILES: [CH3:1][C:2]([C:4]1[CH:5]=[CH:6][C:7]([OH:10])=[CH:8][CH:9]=1)=O.CN(C)[CH:13]=[O:14].[OH-:16].[Na+].Cl>[Pd].O>[OH:10][C:7]1[CH:8]=[CH:9][C:4]([CH:2]([CH3:1])[C:13]([OH:14])=[O:16])=[CH:5][CH:6]=1 |f:2.3|. Procedure details: A 13.6 g. portion of 4-hydroxyacetophenone was dissolved in 50 ml. of dimethylformamide, and 0.1 g. of sodium hydroxide and 2.5 g. of 5% palladium-on-carbon hydrogenation catalyst was added. The mixture was placed in a Parr hydrogenator at 45° for 3.5 hours, with shaking, and was then shaken at ambient temperature for 16.5 hours. The mixture was then filtered to remove the catalyst, and the solution was added to 5.4 g. of sodium cyanide in a Pyrex flask. The mixture was stirred at 130° for 6 hou... Starting materials: CS(=O)C (DMSO), O=C1N(C(CC1)=O)OC(CCC(=O)NCC1OC2=C(O1)C=CC(=C2)CC(C)N(C(C(F)(F)F)=O)CC)=O (N-(5-{2-[ethyl-(2,2,2-trifluoro-acetyl)-amino]-propyl}-benzo[1,3]dioxol-2-ylmethyl)-succinamic Acid 2,5-dioxo-pyrrolidin-1-yl ester). Run in CN(C)C=O (DMF), P(=O)([O-])([O-])[O-].[K+].[K+].[K+] (potassium phosphate). Conditions: time 48 hour. The product is CCNC(C)CC1=CC2=C(C=C1)OCO2 (MDEA). As a reaction SMILES: CS(C)=O.O=C1CCC(=O)N1OC(=O)CCC(NC[CH:20]1[O:24][C:23]2[CH:25]=[CH:26][C:27]([CH2:29][CH:30]([N:32](CC)[C:33](=O)[C:34](F)(F)F)[CH3:31])=[CH:28][C:22]=2[O:21]1)=O>P([O-])([O-])([O-])=O.[K+].[K+].[K+].CN(C=O)C>[CH3:34][CH2:33][NH:32][CH:30]([CH2:29][C:27]1[CH:26]=[CH:25][C:23]2[O:24][CH2:20][O:21][C:22]=2[CH:28]=1)[CH3:31] |f:2.3.4.5|. Procedure: A solution of 500 mg of bovine serum albumin (BSA) in 6.7 mL of 50 mM potassium phosphate (pH 7.5) was cooled in an ice-bath. To the solution was added 8.5 mL of DMSO dropwise, and the reaction mixture was maintained below room temperature. To the protein solution was added a solution of 12 mg (0.022 mmol) of 2L in 1.5 mL of anhydrous DMF dropwise. The reaction mixture was allowed to stir at room temperature 48 hours. The resulting conjugate was placed in a dialysis tube (10,000 MW cut-off) and ... The reactants are COc1cc(-c2nc(-c3ccc(F)cc3)sc2Br)cnc1N, O=C([O-])[O-], COCCOC, [Na+], [Na+], c1ccc(P(c2ccccc2)(c2ccccc2)[Pd](P(c2ccccc2)(c2ccccc2)c2ccccc2)(P(c2ccccc2)(c2ccccc2)c2ccccc2)P(c2ccccc2)(c2ccccc2)c2ccccc2)cc1, OB(O)c1ccncc1. The product is COc1cc(-c2nc(-c3ccc(F)cc3)sc2-c2ccncc2)cnc1N. As a reaction SMILES: [Br:1][c:2]1[c:3](-[c:14]2[cH:15][c:16]([O:21][CH3:22])[c:17]([NH2:20])[n:18][cH:19]2)[n:4][c:5](-[c:7]2[cH:8][cH:9][c:10]([F:13])[cH:11][cH:12]2)[s:6]1.[C:32](=[O:33])([O-:34])[O-:35].[CH3:38][O:39][CH2:40][CH2:41][O:42][CH3:43].[Na+:36].[Na+:37].[cH:44]1[cH:45][cH:46][c:47]([P:48]([Pd:49]([P:50]([c:51]2[cH:52][cH:53][cH:54][cH:55][cH:56]2)([c:57]2[cH:58][cH:59][cH:60][cH:61][cH:62]2)[c:63]2[cH:64][cH:65][cH:66][cH:67][cH:68]2)([P:69]([c:70]2[cH:71][cH:72][cH:73][cH:74][cH:75]2)([c:76]2[cH:77][cH:78][cH:79][cH:80][cH:81]2)[c:82]2[cH:83][cH:84][cH:85][cH:86][cH:87]2)[P:88]([c:89]2[cH:90][cH:91][cH:92][cH:93][cH:94]2)([c:95]2[cH:96][cH:97][cH:98][cH:99][cH:100]2)[c:101]2[cH:102][cH:103][cH:104][cH:105][cH:106]2)([c:107]2[cH:108][cH:109][cH:110][cH:111][cH:112]2)[c:113]2[cH:114][cH:115][cH:116][cH:117][cH:118]2)[cH:119][cH:120]1.[n:23]1[cH:24][cH:25][c:26]([B:29]([OH:30])[OH:31])[cH:27][cH:28]1>>[c:2]1(-[c:26]2[cH:25][cH:24][n:23][cH:28][cH:27]2)[c:3](-[c:14]2[cH:15][c:16]([O:21][CH3:22])[c:17]([NH2:20])[n:18][cH:19]2)[n:4][c:5](-[c:7]2[cH:8][cH:9][c:10]([F:13])[cH:11][cH:12]2)[s:6]1. Starting materials: [Li]CCCC, COCn1cccn1, CN(C)P(=O)(N(C)C)N(C)C, CCOC(C)=O, O=Cc1cc2c(c(Cl)c1Cl)OC(C(=O)[O-])O2, COCn1nccc1C(O)c1cc2c(c(Cl)c1Cl)OC(C(=O)O)O2, [Li+], C1CCOC1. The product is COCn1nccc1C(=O)c1cc2c(c(Cl)c1Cl)OC(C(=O)O)O2. RXN SMILES: [CH2:9]([Li:10])[CH2:11][CH2:12][CH3:13].[CH3:1][O:2][CH2:3][n:4]1[cH:5][cH:6][cH:7][n:8]1.[CH3:55][N:56]([CH3:57])[P:58](=[O:59])([N:60]([CH3:61])[CH3:62])[N:63]([CH3:64])[CH3:65].[CH3:66][CH2:67][O:68][C:69](=[O:70])[CH3:71].[Cl:14][c:15]1[c:16]2[c:23]([cH:24][c:25]([CH:26]=[O:27])[c:28]1[Cl:29])[O:22][CH:18]([C:19]([O-:20])=[O:21])[O:17]2.[Cl:31][c:32]1[c:33]([Cl:54])[c:34]([CH:44]([OH:45])[c:46]2[cH:47][cH:48][n:49][n:50]2[CH2:51][O:52][CH3:53])[cH:35][c:36]2[c:40]1[O:39][CH:38]([C:41](=[O:42])[OH:43])[O:37]2.[Li+:30].[O:72]1[CH2:73][CH2:74][CH2:75][CH2:76]1>>[Cl:31][c:32]1[c:33]([Cl:54])[c:34]([C:44](=[O:45])[c:46]2[cH:47][cH:48][n:49][n:50]2[CH2:51][O:52][CH3:53])[cH:35][c:36]2[c:40]1[O:39][CH:38]([C:41](=[O:42])[OH:43])[O:37]2. Reactants: CC(C#CC1=C(N)C=CC=C1)C (2-(3-methylbut-1-ynyl)aniline), CC(C#CC1=C(N)C=CC=C1)C (2-(3-methylbut-1-ynyl)aniline). Reagents/catalysts: [Cu]I (copper (I) iodide). Run in CN(C)C=O (DMF). Reaction conditions: temperature 160 celsius, time 2 hour. Product: C(C)(C)C=1NC2=CC=CC=C2C1 (2-isopropyl-1H-indole). RXN SMILES: [CH3:1][CH:2]([CH3:12])[C:3]#[C:4][C:5]1[CH:11]=[CH:10][CH:9]=[CH:8][C:6]=1[NH2:7]>CN(C=O)C.[Cu]I>[CH:2]([C:3]1[NH:7][C:6]2[C:5]([CH:4]=1)=[CH:11][CH:10]=[CH:9][CH:8]=2)([CH3:12])[CH3:1]. Reported procedure: To a solution of 2-(3-methylbut-1-ynyl)aniline (Compound 37, 3.47 g, 21.8 mmol) in DMF (100 ml) was added copper (I) iodide (41 mg, 0.22 mmol). The mixture was stirred at 160° C. for 2 h and was concentrated in vacuo. The residue was purified by flash chromatography on silica gel eluting with 5% EtOAc-hexanes to yield 2-isopropyl-1H-indole (Compound 38) as an off-white solid.